Dataset: the Open Reaction Database (ORD), a public repository of structured organic reaction records. Task: describe an organic reaction: reactants, conditions, products, and yield Starting materials: Br, CCCNC(=O)CP(=O)([O-])OC, CC(=O)O. Yields the product CCCNC(=O)CP(=O)(O)O. RXN SMILES: [BrH:13].[CH2:1]([CH2:2][CH3:3])[NH:4][C:5](=[O:6])[CH2:7][P:8]([O:9][CH3:10])([O-:11])=[O:12].[CH3:14][C:15](=[O:16])[OH:17]>>[CH2:1]([CH2:2][CH3:3])[NH:4][C:5](=[O:6])[CH2:7][P:8](=[O:9])([OH:11])[OH:12].